Dataset: the Open Reaction Database (ORD), a public repository of structured organic reaction records. Task: describe an organic reaction: reactants, conditions, products, and yield Starting materials: [Li]C, CCOCC, COC(=O)C(C#N)=C(C)c1ccc(F)cc1OC, [Cu]I. The product is COC(=O)C(C#N)C(C)(C)c1ccc(F)cc1OC. RXN SMILES: [CH3:1][Li:2].[CH3:21][CH2:22][O:23][CH2:24][CH3:25].[CH3:3][O:4][C:5]([C:6](=[C:7]([CH3:8])[c:9]1[c:10]([O:16][CH3:17])[cH:11][c:12]([F:15])[cH:13][cH:14]1)[C:18]#[N:19])=[O:20].[Cu:26][I:27]>>[CH3:1][C:7]([CH:6]([C:5]([O:4][CH3:3])=[O:20])[C:18]#[N:19])([CH3:8])[c:9]1[c:10]([O:16][CH3:17])[cH:11][c:12]([F:15])[cH:13][cH:14]1.